This data is from the Open Reaction Database (ORD), a public repository of structured organic reaction records. The task is: describe an organic reaction: reactants, conditions, products, and yield Reactants: CN(C1=CC=C(C=C1)C=1NC2=C(N1)C=CC(=C2)C(=O)O)C (2-(4-dimethylaminophenyl)benzimidazole-5-carboxylic acid), NC1=CC=C(C(=O)NN)C=C1 (4-aminobenzhydrazide). The product is CN(C1=CC=C(C=C1)C1=NC2=C(N1)C=CC(=C2)C(=O)NC2=CC=C(C=C2)C(=O)NN)C (2-(4-(dimethylamino)phenyl)-N-(4-(hydrazinecarbonyl)phenyl)-1H-benzo[d]imidazole-5-carboxamide). As a reaction SMILES: [CH3:1][N:2]([CH3:21])[C:3]1[CH:8]=[CH:7][C:6]([C:9]2[NH:10][C:11]3[CH:17]=[C:16]([C:18]([OH:20])=O)[CH:15]=[CH:14][C:12]=3[N:13]=2)=[CH:5][CH:4]=1.[NH2:22][C:23]1[CH:32]=[CH:31][C:26]([C:27]([NH:29][NH2:30])=[O:28])=[CH:25][CH:24]=1>>[CH3:21][N:2]([CH3:1])[C:3]1[CH:4]=[CH:5][C:6]([C:9]2[NH:13][C:12]3[CH:14]=[CH:15][C:16]([C:18]([NH:22][C:23]4[CH:24]=[CH:25][C:26]([C:27]([NH:29][NH2:30])=[O:28])=[CH:31][CH:32]=4)=[O:20])=[CH:17][C:11]=3[N:10]=2)=[CH:7][CH:8]=1. Procedure: Compound 275 was prepared according to the procedure similar to that described in Scheme V from 2-(4-dimethylaminophenyl)benzimidazole-5-carboxylic acid and 4-aminobenzhydrazide. [M+H]+ calcd for C23H22N6O2: 415.18; found: 414.91. Run in C1(=CC=CC=C1)C (toluene). Procedure: A solution of 1-(3-pyridyl)-piperazine (0.35 g, 2.1 mmol), formic acid (1.0 g, 21.7 mmol), formaldehyde (0.64 g, 37%) and water (2 ml) was stirred at reflux for 15 hours. The mixture was evaporated and sodium hydroxide (30 ml, 1 M) was added and the product was extracted three times with ethyl acetate (15 ml). The corresponding salt was obtained by addition of a diethyl ether and methanol mixture (9:1) saturated with fumaric acid. Yield 0.21 g, 34% Mp. 144.5–145.9° C. 1-[5-(trans-Hex-2-en-1-yl-o... Starting materials: N1=CC(=CC=C1)N1CCN(CC1)C(=O)OC(C)(C)C (1-(3-Pyridyl)-4-Tert-Butoxycarbonyl-Piperazine), BrC=1C=NC=CC1 (3-bromopyridine), C(C)(C)(C)OC(=O)N1CCNCC1 (1-tert-butoxycarbonylpiperazine), CC(C)([O-])C.[K+] (potassium tert-butoxide), O (Water). The reagents and catalysts are C=1C=CC(=CC1)[P](C=2C=CC=CC2)(C=3C=CC=CC3)[Pd]([P](C=4C=CC=CC4)(C=5C=CC=CC5)C=6C=CC=CC6)([P](C=7C=CC=CC7)(C=8C=CC=CC8)C=9C=CC=CC9)[P](C=1C=CC=CC1)(C=1C=CC=CC1)C=1C=CC=CC1 (tetrakis(triphenylphosphine)palladium(0)). As a reaction SMILES: [N:1]1[CH:6]=[CH:5][CH:4]=[C:3]([N:7]2[CH2:12][CH2:11][N:10]([C:13](O[C:16]([CH3:19])([CH3:18])C)=O)[CH2:9][CH2:8]2)[CH:2]=1.BrC1C=NC=CC=1.C([O:31][C:32](N1CCNCC1)=[O:33])(C)(C)C.CC(C)([O-:43])C.[K+].[OH2:46]>C1C=CC([P]([Pd]([P](C2C=CC=CC=2)(C2C=CC=CC=2)C2C=CC=CC=2)([P](C2C=CC=CC=2)(C2C=CC=CC=2)C2C=CC=CC=2)[P](C2C=CC=CC=2)(C2C=CC=CC=2)C2C=CC=CC=2)(C2C=CC=CC=2)C2C=CC=CC=2)=CC=1.C1(C)C=CC=CC=1>[NH3:1].[C:32]([OH:31])(=[O:33])/[CH:19]=[CH:16]/[C:18]([OH:43])=[O:46].[CH3:13][N:10]1[CH2:11][CH2:12][N:7]([C:3]2[CH:2]=[N:1][CH:6]=[CH:5][CH:4]=2)[CH2:8][CH2:9]1 |f:3.4,9.10,^1:50,52,71,90|. Conditions: temperature 80 celsius, time 0.5 hour. The product is N (ammonia), C(\C=C\C(=O)O)(=O)O.CN1CCN(CC1)C=1C=NC=CC1 (4-Methyl-1-(3-Pyridyl)-Piperazine Fumaric Acid Salt). The product is ClC=1C=CC(=C(C1)C1=CC(N(C=C1OC)C(C(=O)O)CC1(COC1)C)=O)C#N (2-[4-(5-Chloro-2-cyanophenyl)-5-methoxy-2-oxopyridin-1(2H)-yl]-3-(3-methyloxetan-3-yl)propanoic acid). Run in O (water), O1CCCC1 (tetrahydrofuran), [Cl-].[NH4+] (ammonium chloride), C(C)(=O)OCC (ethyl acetate). The reactants are C(C)O (ethanol), [OH-].[Li+] (lithium hydroxide), Cl (hydrochloric acid), ClC=1C=CC(=C(C1)C1=CC(N(C=C1OC)C(C(=O)OC(C)(C)C)CC1(COC1)C)=O)C#N (tert-butyl 2-[4-(5-chloro-2-cyanophenyl)-5-methoxy-2-oxopyridin-1(2H)-yl]-3-(3-methyloxetan-3-yl)propanoate). Run at time 7 hour. Procedure: 340 mg (741 μmol) of tert-butyl 2-[4-(5-chloro-2-cyanophenyl)-5-methoxy-2-oxopyridin-1(2H)-yl]-3-(3-methyloxetan-3-yl)propanoate (racemate) were dissolved in 5 ml of tetrahydrofuran, 2.5 ml of ethanol and 2.5 ml of water, and 3.7 ml (3.7 mmol, 5 eq.) of aqueous lithium hydroxide solution (1M) were added. The mixture was stirred at room temperature for another 7 h and then diluted with 20 ml of saturated aqueous ammonium chloride solution and 30 ml of ethyl acetate and adjusted to pH 4-5 using aq... Reaction SMILES: [Cl:1][C:2]1[CH:3]=[CH:4][C:5]([C:31]#[N:32])=[C:6]([C:8]2[C:13]([O:14][CH3:15])=[CH:12][N:11]([CH:16]([CH2:24][C:25]3([CH3:29])[CH2:28][O:27][CH2:26]3)[C:17]([O:19]C(C)(C)C)=[O:18])[C:10](=[O:30])[CH:9]=2)[CH:7]=1.C(O)C.[OH-].[Li+].Cl>O1CCCC1.[Cl-].[NH4+].C(OCC)(=O)C.O>[Cl:1][C:2]1[CH:3]=[CH:4][C:5]([C:31]#[N:32])=[C:6]([C:8]2[C:13]([O:14][CH3:15])=[CH:12][N:11]([CH:16]([CH2:24][C:25]3([CH3:29])[CH2:28][O:27][CH2:26]3)[C:17]([OH:19])=[O:18])[C:10](=[O:30])[CH:9]=2)[CH:7]=1 |f:2.3,6.7|. Starting materials: BrC=1C(=NC=C(C1)I)OCC1CC1 (3-bromo-2-(cyclopropylmethoxy)-5-iodopyridine), C(C)(C)[Mg]Cl (i-PrMgCl), B(OC)(OC)OC (B(OMe)3). The solvent is C1CCOC1 (THF). Run at temperature 0 celsius, time 20 minute. Product: BrC=1C=C(C=NC1OCC1CC1)O (5-Bromo-6-(cyclopropylmethoxy)pyridin-3-ol). As a reaction SMILES: [Br:1][C:2]1[C:3]([O:9][CH2:10][CH:11]2[CH2:13][CH2:12]2)=[N:4][CH:5]=[C:6](I)[CH:7]=1.C([Mg]Cl)(C)C.B(OC)(OC)[O:20]C>C1COCC1>[Br:1][C:2]1[CH:7]=[C:6]([OH:20])[CH:5]=[N:4][C:3]=1[O:9][CH2:10][CH:11]1[CH2:13][CH2:12]1. Procedure: To a solution of 3-bromo-2-(cyclopropylmethoxy)-5-iodopyridine (12.5 g) in dry THF (300 mL) was added i-PrMgCl*LiCl (30 mL, 38.3 mmol) dropwise at 0° C. The mixture was stirred at 0° C. for 20 min and then B(OMe)3 (5.5 g) was added at 0° C. The mixture was allowed to warm to r.t. and stirred for 3 h. The mixture was quenched by the addition of brine (50 mL). The organic phase was separated and the aqueous phase was extracted with EA (50 mL×3). The organic phases were combined and the solvent was... Reactants: C(C)(=O)NC=1C=C(N(CC)CC)C=CC1N=NC1=C(C=C(C=C1[N+](=O)[O-])[N+](=O)[O-])Br (3-acetylamino-4-(2'-bromo-4',6'-dinitrophenylazo)-N,N-diethylaniline), C=NO (formaldoxime), N1=C(C=CC=C1C)C (2,6-lutidine), [N+](=O)([O-])C1=CC=CC=C1 (nitrobenzene). Reagents/catalysts: [Cu]I (copper (I) iodide). Run at temperature 95 celsius. Yields the product C(C)(=O)NC=1C=C(N(CC)CC)C=CC1N=NC1=C(C=C(C=C1[N+](=O)[O-])[N+](=O)[O-])C#N (3-acetylamino-4-(2'-cyano-4',6'-dinitrophenylazo)-N,N-diethylaniline). RXN SMILES: [C:1]([NH:4][C:5]1[CH:6]=[C:7]([CH:13]=[CH:14][C:15]=1[N:16]=[N:17][C:18]1[C:23]([N+:24]([O-:26])=[O:25])=[CH:22][C:21]([N+:27]([O-:29])=[O:28])=[CH:20][C:19]=1Br)[N:8]([CH2:11][CH3:12])[CH2:9][CH3:10])(=[O:3])[CH3:2].[CH2:31]=[N:32]O.N1C(C)=CC=CC=1C.[N+](C1C=CC=CC=1)([O-])=O>[Cu]I>[C:1]([NH:4][C:5]1[CH:6]=[C:7]([CH:13]=[CH:14][C:15]=1[N:16]=[N:17][C:18]1[C:23]([N+:24]([O-:26])=[O:25])=[CH:22][C:21]([N+:27]([O-:29])=[O:28])=[CH:20][C:19]=1[C:31]#[N:32])[N:8]([CH2:11][CH3:12])[CH2:9][CH3:10])(=[O:3])[CH3:2]. Procedure details: A stirred mixture of 3-acetylamino-4-(2'-bromo-4',6'-dinitrophenylazo)-N,N-diethylaniline(4.8 parts), copper (I) iodide (2.0 parts), formaldoxime trimer (1.75 parts), 2,6-lutidine (2.15 parts), and nitrobenzene (150 parts) was heated to 95° C. for 10 hours when thin layer chromatography showed reaction to be complete. Isolation by the method of Example 1 gave 3-acetylamino-4-(2'-cyano-4',6'-dinitrophenylazo)-N,N-diethylaniline (infra red spectrum identical with that of authentic material). Simil... The reactants are BrC1=CC=C(C=C1)C(CC1=CC=CC=C1)=O (1-(4-bromophenyl)-2-phenylethanone), C(CO)O (ethylene glycol), CC1=CC=C(C=C1)S(=O)(=O)O (tosic acid). The solvent is C1(=CC=CC=C1)C (toluene), C(C)(=O)OCC (ethyl acetate). The product is C(C1=CC=CC=C1)C1(OCCO1)C1=CC=C(C=C1)Br (2-benzyl-2-(4-bromophenyl)-1,3-dioxolane). As a reaction SMILES: [Br:1][C:2]1[CH:7]=[CH:6][C:5]([C:8](=[O:16])[CH2:9][C:10]2[CH:15]=[CH:14][CH:13]=[CH:12][CH:11]=2)=[CH:4][CH:3]=1.[CH2:17](O)[CH2:18][OH:19].CC1C=CC(S(O)(=O)=O)=CC=1>C1(C)C=CC=CC=1.C(OCC)(=O)C>[CH2:9]([C:8]1([C:5]2[CH:4]=[CH:3][C:2]([Br:1])=[CH:7][CH:6]=2)[O:19][CH2:18][CH2:17][O:16]1)[C:10]1[CH:11]=[CH:12][CH:13]=[CH:14][CH:15]=1. Reported procedure: A solution of 1-(4-bromophenyl)-2-phenylethanone (5.0 g, 18 mmol), ethylene glycol (3.0 mL, 54 mmol) and tosic acid (0.04 g, 0.2 mmol) in toluene (30 mL) was heated to reflux with a Dean-Stark trap for 15 hours. The reaction was cooled to room temperature, diluted with ethyl acetate, washed with saturated sodium bicarbonate, brine, dried over sodium sulfate, filtered and concentrated to give crude 2-benzyl-2-(4-bromophenyl)-1,3-dioxolane as a white solid. To the crude material was added zinc cya... Starting materials: CC=1C=CC(=CC1)S(=O)(=O)O.O (p-TsOH.H2O), C(C1=CC=CC=C1)NC=1C(=CC=C(C1)Br)N (N′-benzyl-4-bromobenzene-1,2-diamine), COC(C1=CC=CC=C1)(OC)OC (trimethyl orthobenzoate). Solvent: C(Cl)Cl (DCM). Run at time 40 hour. Product: C(C1=CC=CC=C1)N1C(=NC2=C1C=CC(=C2)Br)C2=CC=CC=C2 (1-Benzyl-5-bromo-2-phenyl-1H-benzimidazole). Reaction SMILES: [CH3:1][C:2]1[CH:3]=[CH:4][C:5](S(O)(=O)=O)=[CH:6][CH:7]=1.O.[CH2:13]([NH:20][C:21]1[C:22]([NH2:28])=[CH:23][CH:24]=[C:25]([Br:27])[CH:26]=1)[C:14]1[CH:19]=[CH:18][CH:17]=[CH:16][CH:15]=1.COC(OC)(OC)C1C=CC=CC=1>C(Cl)Cl>[CH2:1]([N:28]1[C:22]2[CH:23]=[CH:24][C:25]([Br:27])=[CH:26][C:21]=2[N:20]=[C:13]1[C:14]1[CH:15]=[CH:16][CH:17]=[CH:18][CH:19]=1)[C:2]1[CH:3]=[CH:4][CH:5]=[CH:6][CH:7]=1 |f:0.1|. Reported procedure: p-TsOH.H2O (311.7 mg, 1.606 mmol) was added to a DCM (50 ml) solution of N′-benzyl-4-bromobenzene-1,2-diamine (4451 mg, 16.06 mmol) and trimethyl orthobenzoate (3096 μl, 17.66 mmol) and the resulting mixture was stirred at rt under an atmosphere of Nitrogen for 40 h. The reaction mixture was then concentrated in vacuo to give a yellow solid which was triturated with 40% MeOH/water (375 mL), filtered, washed with saturated NaHCO3 (20 ml)+H2O (80 ml) twice and 40% MeOH/H2O (2×50 ml), and dried to ... Starting materials: N#CN.[Na] (monosodium cyanamide), ClC=1C=C(C=CC1)[C@H]1C[C@](C(N([C@@H]1C1=CC=C(C=C1)Cl)[C@H](CN(S(=O)(=O)C1CC1)C)CC)=O)(C)CC(=O)O (2-((3R,5R,6S)-5-(3-chlorophenyl)-6-(4-chlorophenyl)-3-methyl-1-((S)-1-(N-methylcyclopropanesulfonamido)butan-2-yl)-2-oxopiperidin-3-yl)acetic acid), C1(CCCCC1)N=C=NC1CCCCC1 (N,N′-dicyclohexylcarbodiimide), ON1C(CCC1=O)=O (N-hydroxysuccinimide). Solvent: O (water), C1CCOC1 (THF). The product is ClC=1C=C(C=CC1)[C@H]1C[C@](C(N([C@@H]1C1=CC=C(C=C1)Cl)[C@H](CN(S(=O)(=O)C1CC1)C)CC)=O)(C)CC(=O)NC#N (2-((3R,5R,6S)-5-(3-chlorophenyl)-6-(4-chlorophenyl)-3-methyl-1-((S)-1-(N-methylcyclopropanesulfonamido)butan-2-yl)-2-oxopiperidin-3-yl)-N-cyanoacetamide). Reaction SMILES: [Cl:1][C:2]1[CH:3]=[C:4]([C@@H:8]2[C@@H:13]([C:14]3[CH:19]=[CH:18][C:17]([Cl:20])=[CH:16][CH:15]=3)[N:12]([C@@H:21]([CH2:31][CH3:32])[CH2:22][N:23]([CH3:30])[S:24]([CH:27]3[CH2:29][CH2:28]3)(=[O:26])=[O:25])[C:11](=[O:33])[C@:10]([CH2:35][C:36](O)=[O:37])([CH3:34])[CH2:9]2)[CH:5]=[CH:6][CH:7]=1.C1([N:45]=[C:46]=[N:47]C2CCCCC2)CCCCC1.ON1C(=O)CCC1=O.N#CN.[Na]>C1COCC1.O>[Cl:1][C:2]1[CH:3]=[C:4]([C@@H:8]2[C@@H:13]([C:14]3[CH:15]=[CH:16][C:17]([Cl:20])=[CH:18][CH:19]=3)[N:12]([C@@H:21]([CH2:31][CH3:32])[CH2:22][N:23]([CH3:30])[S:24]([CH:27]3[CH2:29][CH2:28]3)(=[O:25])=[O:26])[C:11](=[O:33])[C@:10]([CH2:35][C:36]([NH:47][C:46]#[N:45])=[O:37])([CH3:34])[CH2:9]2)[CH:5]=[CH:6][CH:7]=1 |f:3.4,^1:64|. Procedure: A mixture of 2-((3R,5R,6S)-5-(3-chlorophenyl)-6-(4-chlorophenyl)-3-methyl-1-((S)-1-(N-methylcyclopropanesulfonamido)butan-2-yl)-2-oxopiperidin-3-yl)acetic acid (0.030 g, 0.052 mmol; Example 141), N,N′-dicyclohexylcarbodiimide (10.64 mg, 0.052 mmol) and N-hydroxysuccinimide (5.94 mg, 0.052 mmol) in 3 mL of THF was stirred while cooling with an ice bath for 3 h. The reaction mixture was filtered and the filtrate was added dropwise to a solution of monosodium cyanamide (10.90 mg, 0.170 mmol) in 2 m...